Dataset: the Open Reaction Database (ORD), a public repository of structured organic reaction records. Task: describe an organic reaction: reactants, conditions, products, and yield Reactants: CO, Oc1ccc2c(c1)CCCC(c1ccccc1)=C2c1ccc(OCCCCCCSCCCC(F)(F)C(F)(F)F)cc1, [O-][I+3]([O-])([O-])[O-], [Na+], O. The product is O=S(CCCCCCOc1ccc(C2=C(c3ccccc3)CCCc3cc(O)ccc32)cc1)CCCC(F)(F)C(F)(F)F. RXN SMILES: [CH3:43][OH:44].[F:1][C:2]([CH2:3][CH2:4][CH2:5][S:6][CH2:7][CH2:8][CH2:9][CH2:10][CH2:11][CH2:12][O:13][c:14]1[cH:15][cH:16][c:17]([C:20]2=[C:21]([c:32]3[cH:33][cH:34][cH:35][cH:36][cH:37]3)[CH2:22][CH2:23][CH2:24][c:25]3[c:26]2[cH:27][cH:28][c:29]([OH:31])[cH:30]3)[cH:18][cH:19]1)([C:38]([F:39])([F:40])[F:41])[F:42].[I+3:45]([O-:46])([O-:47])([O-:48])[O-:49].[Na+:50].[OH2:51]>>[F:1][C:2]([CH2:3][CH2:4][CH2:5][S:6]([CH2:7][CH2:8][CH2:9][CH2:10][CH2:11][CH2:12][O:13][c:14]1[cH:15][cH:16][c:17]([C:20]2=[C:21]([c:32]3[cH:33][cH:34][cH:35][cH:36][cH:37]3)[CH2:22][CH2:23][CH2:24][c:25]3[c:26]2[cH:27][cH:28][c:29]([OH:31])[cH:30]3)[cH:18][cH:19]1)=[O:46])([C:38]([F:39])([F:40])[F:41])[F:42]. Reaction SMILES: [C:21]([c:22]1[cH:23][cH:24][cH:25][cH:26][cH:27]1)([c:28]1[cH:29][cH:30][cH:31][cH:32][cH:33]1)=[N:34][NH2:35].[CH2:1]([c:2]1[cH:3][cH:4][cH:5][cH:6][cH:7]1)[N:8]1[CH2:9][CH:10]([c:14]2[cH:15][cH:16][c:17]([Cl:20])[cH:18][cH:19]2)[CH2:11][CH2:12][CH2:13]1.[Cl:38][CH2:39][Cl:40].[Na+:37].[OH-:36]>>[CH2:1]([c:2]1[cH:3][cH:4][cH:5][cH:6][cH:7]1)[N:8]1[CH2:9][CH:10]([c:14]2[cH:15][cH:16][c:17]([NH:35][N:34]=[C:21]([c:22]3[cH:23][cH:24][cH:25][cH:26][cH:27]3)[c:28]3[cH:29][cH:30][cH:31][cH:32][cH:33]3)[cH:18][cH:19]2)[CH2:11][CH2:12][CH2:13]1. Starting materials: NN=C(c1ccccc1)c1ccccc1, Clc1ccc(C2CCCN(Cc3ccccc3)C2)cc1, ClCCl, [Na+], [OH-]. Product: c1ccc(CN2CCCC(c3ccc(NN=C(c4ccccc4)c4ccccc4)cc3)C2)cc1.